From a dataset of the Open Reaction Database (ORD), a public repository of structured organic reaction records. describe an organic reaction: reactants, conditions, products, and yield Starting materials: O=C(n1ccnc1)n1ccnc1, C1CCOC1, CNOC, Cl, O, O=C(O)c1ccc2cc[nH]c2c1. The product is CON(C)C(=O)c1ccc2cc[nH]c2c1. Reaction SMILES: [C:13]([n:14]1[cH:15][cH:16][n:17][cH:18]1)([n:19]1[cH:20][cH:21][n:22][cH:23]1)=[O:24].[CH2:31]1[O:32][CH2:33][CH2:34][CH2:35]1.[CH3:26][O:27][NH:28][CH3:29].[ClH:25].[OH2:30].[nH:1]1[cH:2][cH:3][c:4]2[cH:5][cH:6][c:7]([C:10](=[O:11])[OH:12])[cH:8][c:9]12>>[nH:1]1[cH:2][cH:3][c:4]2[cH:5][cH:6][c:7]([C:10](=[O:12])[N:28]([O:27][CH3:26])[CH3:29])[cH:8][c:9]12.